This data is from the Open Reaction Database (ORD), a public repository of structured organic reaction records. The task is: describe an organic reaction: reactants, conditions, products, and yield Starting materials: [BH4-], CO, I, [Na+], C1CCOC1, O=CNCCc1cccs1. Product: CNCCc1cccs1. RXN SMILES: [BH4-:11].[CH3:14][OH:15].[I:13].[Na+:12].[O:16]1[CH2:17][CH2:18][CH2:19][CH2:20]1.[s:1]1[c:2]([CH2:6][CH2:7][NH:8][CH:9]=[O:10])[cH:3][cH:4][cH:5]1>>[s:1]1[c:2]([CH2:6][CH2:7][NH:8][CH3:9])[cH:3][cH:4][cH:5]1. The reactants are C1(=C(C=CC=C1)NC(=O)OC1CCN(CC1)CCC(=O)OC)C1=CC=CC=C1 (Methyl 3-[4-(Biphenyl-2-ylcarbamoyloxy)piperidin-1-yl]propionate), [OH-].[Li+] (lithium hydroxide), mixture, O1CCCC1 (tetrahydrofuran), Cl (hydrochloric acid). The solvent is O (water). The product is C1(=C(C=CC=C1)NC(=O)OC1CCN(CC1)CCC(=O)O)C1=CC=CC=C1 (3-[4-(Biphenyl-2-ylcarbamoyloxy)piperidin-1-yl]propionic Acid). The yield is 100.0%. As a reaction SMILES: [C:1]1([C:23]2[CH:28]=[CH:27][CH:26]=[CH:25][CH:24]=2)[CH:6]=[CH:5][CH:4]=[CH:3][C:2]=1[NH:7][C:8]([O:10][CH:11]1[CH2:16][CH2:15][N:14]([CH2:17][CH2:18][C:19]([O:21]C)=[O:20])[CH2:13][CH2:12]1)=[O:9].[OH-].[Li+].O1CCCC1.Cl>O>[C:1]1([C:23]2[CH:28]=[CH:27][CH:26]=[CH:25][CH:24]=2)[CH:6]=[CH:5][CH:4]=[CH:3][C:2]=1[NH:7][C:8]([O:10][CH:11]1[CH2:12][CH2:13][N:14]([CH2:17][CH2:18][C:19]([OH:21])=[O:20])[CH2:15][CH2:16]1)=[O:9] |f:1.2|. Reported procedure: A stirred solution of the product of Step (a) (902 mg, 2.37 mmol) and lithium hydroxide (171 mg, 7.11 mmol) in a 50% mixture of tetrahydrofuran (12 mL) and water (12 mL) was heated at 30° C. overnight and then acidified with concentrated hydrochloric acid. The resulting'mixture was lyophilized to give the title compound (˜100% yield, containing some lithium chloride). Starting materials: ClC1=NC2=CC=C(C=C2N=C1C(F)(F)F)O (2-Chloro-3-(trifluoromethyl)quinoxalin-6-ol), ClC1=NC2=CC=C(C=C2N=C1C(F)(F)F)O (2-Chloro-3-(trifluoromethyl)quinoxalin-6-ol), C(=O)([O-])[O-].[K+].[K+] (K2CO3), CC1(OB(OC1(C)C)C1=CCC(CC1)C(=O)OCC)C (ethyl 4-(4,4,5,5-tetramethyl-1,3,2-dioxaborolan-2-yl)cyclohex-3-enecarboxylate), resultant mixture, [Li+].[OH-] (LiOH). Reagents/catalysts: C1=CC=C(C=C1)P([C-]2C=CC=C2)C3=CC=CC=C3.C1=CC=C(C=C1)P([C-]2C=CC=C2)C3=CC=CC=C3.Cl[Pd]Cl.[Fe+2] (PdCl2(dppf)). The solvent is O1CCOCC1 (dioxane), O (water), O (water), CO (MeOH). Run at temperature 100 celsius, time 1 hour. Yields the product OC=1C=C2N=C(C(=NC2=CC1)C1=CCC(CC1)C(=O)O)C(F)(F)F (4-(6-hydroxy-3-(trifluoromethyl)quinoxalin-2-yl)cyclohex-3-enecarboxylic acid). The yield is 88.5%. Reaction SMILES: Cl[C:2]1[C:11]([C:12]([F:15])([F:14])[F:13])=[N:10][C:9]2[C:4](=[CH:5][CH:6]=[C:7]([OH:16])[CH:8]=2)[N:3]=1.C([O-])([O-])=O.[K+].[K+].CC1(C)C(C)(C)OB([C:31]2[CH2:36][CH2:35][CH:34]([C:37]([O:39]CC)=[O:38])[CH2:33][CH:32]=2)O1.[Li+].[OH-]>O1CCOCC1.O.CO.C1C=CC(P(C2C=CC=CC=2)[C-]2C=CC=C2)=CC=1.C1C=CC(P(C2C=CC=CC=2)[C-]2C=CC=C2)=CC=1.Cl[Pd]Cl.[Fe+2]>[OH:16][C:7]1[CH:8]=[C:9]2[C:4](=[CH:5][CH:6]=1)[N:3]=[C:2]([C:31]1[CH2:36][CH2:35][CH:34]([C:37]([OH:39])=[O:38])[CH2:33][CH:32]=1)[C:11]([C:12]([F:15])([F:14])[F:13])=[N:10]2 |f:1.2.3,5.6,10.11.12.13|. Reported procedure: 2-Chloro-3-(trifluoromethyl)quinoxalin-6-ol (Intermediate 14, 109 mg) was suspended with K2CO3 (97 mg), ethyl 4-(4,4,5,5-tetramethyl-1,3,2-dioxaborolan-2-yl)cyclohex-3-enecarboxylate (117 mg), PdCl2(dppf) (13 mg) in dioxane (1 mL) and water (0.2 mL) in a sealed microwave tube and heated at 100° C. over 40 min with microwave. The resultant mixture was diluted with water (5 mL) and MeOH (2 mL) and treated with LiOH (65 mg) overnight. After filtration through a pad of Celite, the clear aqueous laye... Starting materials: C(C)OC1=NOC(=N1)C1CN(CC(C1)C1=CC(=C(C=C1)OC(F)(F)F)F)C(=O)OC1=CC=C(C=C1)[N+](=O)[O-] (4-Nitrophenyl 3-(3-ethoxy-1,2,4-oxadiazol-5-yl)-5-[3-fluoro-4-(trifluoromethoxy)phenyl]-piperidine-1-carboxylate), Cl.OC1CNC1 (3-hydroxyazetidine hydrochloride), C([O-])([O-])=O.[K+].[K+] (potassium carbonate). Run in CN(C)C=O (DMF). Yields the product C(C)OC1=NOC(=N1)C1CN(CC(C1)C1=CC(=C(C=C1)OC(F)(F)F)F)C(=O)N1CC(C1)O ({3-(3-Ethoxy-1,2,4-oxadiazol-5-yl)-5-[3-fluoro-4-(trifluoromethoxy)phenyl]piperidin-1-yl}(3-hydroxyazetidin-1-yl)methanone). RXN SMILES: [CH2:1]([O:3][C:4]1[N:8]=[C:7]([CH:9]2[CH2:14][CH:13]([C:15]3[CH:20]=[CH:19][C:18]([O:21][C:22]([F:25])([F:24])[F:23])=[C:17]([F:26])[CH:16]=3)[CH2:12][N:11]([C:27]([O:29]C3C=CC([N+]([O-])=O)=CC=3)=O)[CH2:10]2)[O:6][N:5]=1)[CH3:2].Cl.[OH:40][CH:41]1[CH2:44][NH:43][CH2:42]1.C(=O)([O-])[O-].[K+].[K+]>CN(C=O)C>[CH2:1]([O:3][C:4]1[N:8]=[C:7]([CH:9]2[CH2:14][CH:13]([C:15]3[CH:20]=[CH:19][C:18]([O:21][C:22]([F:23])([F:25])[F:24])=[C:17]([F:26])[CH:16]=3)[CH2:12][N:11]([C:27]([N:43]3[CH2:44][CH:41]([OH:40])[CH2:42]3)=[O:29])[CH2:10]2)[O:6][N:5]=1)[CH3:2] |f:1.2,3.4.5|. Reported procedure: 145 mg (0.23 mmol) of the compound from Example 65A, 76 mg (0.68 mmol) of 3-hydroxyazetidine hydrochloride and 62 mg (0.45 mmol) of potassium carbonate were initially charged in 4.5 ml of DMF and reacted in the microwave at 150° C. for 15 minutes. The reaction mixture was purified by means of preparative HPLC. Yield: 41 mg (36% of theory)